Dataset: the Open Reaction Database (ORD), a public repository of structured organic reaction records. Task: describe an organic reaction: reactants, conditions, products, and yield Reactants: CC1=CC(=C(C=C1)OS(=O)(=O)C(F)(F)F)C1CC(CC(C1)(C)C)(C)C (trifluoromethanesulfonic acid 4-methyl-2-(3,3,5,5-tetramethylcyclohexyl)phenyl ester), C(C)(C)(C)OC(=O)N1CCC(=CC1)B1OC(C(O1)(C)C)(C)C (4-(4,4,5,5-tetramethyl[1,3,2]dioxaborolan-2-yl)-3,6-dihydro-2H-pyridine-1-carboxylic acid t-butyl ester), COCCOC (1,2-dimethoxyethane), aqueous solution, C([O-])([O-])=O.[Na+].[Na+] (sodium carbonate). Reagents/catalysts: C=1C=CC(=CC1)[P](C=2C=CC=CC2)(C=3C=CC=CC3)[Pd]([P](C=4C=CC=CC4)(C=5C=CC=CC5)C=6C=CC=CC6)([P](C=7C=CC=CC7)(C=8C=CC=CC8)C=9C=CC=CC9)[P](C=1C=CC=CC1)(C=1C=CC=CC1)C=1C=CC=CC1 (tetrakis(triphenylphosphine)palladium(0)). The solvent is C(C)(=O)OCC (ethyl acetate), [Cl-].[Na+].O (Brine). Reaction conditions: temperature 90 celsius, time 8 hour. The product is C(C)(C)(C)OC(=O)N1CCC(=CC1)C1=C(C=C(C=C1)C)C1CC(CC(C1)(C)C)(C)C (4-[4-Methyl-2-(3,3,5,5-tetramethylcyclohexyl)phenyl]-3,6-dihydro-2H-pyridine-1-carboxylic acid t-butyl ester). Isolated yield 63.3%. As a reaction SMILES: [CH3:1][C:2]1[CH:7]=[CH:6][C:5](OS(C(F)(F)F)(=O)=O)=[C:4]([CH:16]2[CH2:21][C:20]([CH3:23])([CH3:22])[CH2:19][C:18]([CH3:25])([CH3:24])[CH2:17]2)[CH:3]=1.[C:26]([O:30][C:31]([N:33]1[CH2:38][CH:37]=[C:36](B2OC(C)(C)C(C)(C)O2)[CH2:35][CH2:34]1)=[O:32])([CH3:29])([CH3:28])[CH3:27].COCCOC.C(=O)([O-])[O-].[Na+].[Na+]>[Cl-].[Na+].O.C1C=CC([P]([Pd]([P](C2C=CC=CC=2)(C2C=CC=CC=2)C2C=CC=CC=2)([P](C2C=CC=CC=2)(C2C=CC=CC=2)C2C=CC=CC=2)[P](C2C=CC=CC=2)(C2C=CC=CC=2)C2C=CC=CC=2)(C2C=CC=CC=2)C2C=CC=CC=2)=CC=1.C(OCC)(=O)C>[C:26]([O:30][C:31]([N:33]1[CH2:38][CH:37]=[C:36]([C:5]2[CH:6]=[CH:7][C:2]([CH3:1])=[CH:3][C:4]=2[CH:16]2[CH2:21][C:20]([CH3:23])([CH3:22])[CH2:19][C:18]([CH3:25])([CH3:24])[CH2:17]2)[CH2:35][CH2:34]1)=[O:32])([CH3:27])([CH3:28])[CH3:29] |f:3.4.5,6.7.8,^1:66,68,87,106|. Procedure details: To a mixture of trifluoromethanesulfonic acid 4-methyl-2-(3,3,5,5-tetramethylcyclohexyl)phenyl ester (430 mg, 1.14 mmol) produced in Example (104d), 4-(4,4,5,5-tetramethyl[1,3,2]dioxaborolan-2-yl)-3,6-dihydro-2H-pyridine-1-carboxylic acid t-butyl ester (421 mg, 1.36 mmol) (Paul R. Eastwood, Tetrahedron Lett., 2000, 41, 3705) and 1,2-dimethoxyethane (20 mL) were added tetrakis(triphenylphosphine)palladium(0) (65 mg, 0.06 mmol) and 2N aqueous solution of sodium carbonate (1.72 mL, 3.41 mmol), foll... Starting materials: C(=O)(OC(C)(C)C)NC1=C(C=C(C=C1F)N1CCN(CC1)CC)F (N-Boc-4-(4-ethyl-piperazin-1-yl)-2,6-difluoro-phenylamine), Cl (HCl), [OH-].[Na+] (NaOH). The solvent is C(C)(=O)OCC (ethyl acetate). Run at time 1 hour. Product: C(C)N1CCN(CC1)C1=CC(=C(C(=C1)F)N)F (4-(4-Ethyl-piperazin-1-yl)-2,6-difluoro-phenylamine). The yield is 78.4%. RXN SMILES: C([NH:8][C:9]1[C:14]([F:15])=[CH:13][C:12]([N:16]2[CH2:21][CH2:20][N:19]([CH2:22][CH3:23])[CH2:18][CH2:17]2)=[CH:11][C:10]=1[F:24])(OC(C)(C)C)=O.Cl.[OH-].[Na+]>C(OCC)(=O)C>[CH2:22]([N:19]1[CH2:20][CH2:21][N:16]([C:12]2[CH:11]=[C:10]([F:24])[C:9]([NH2:8])=[C:14]([F:15])[CH:13]=2)[CH2:17][CH2:18]1)[CH3:23] |f:2.3|. Reported procedure: To a solution of N-Boc-4-(4-ethyl-piperazin-1-yl)-2,6-difluoro-phenylamine (2.4 g, 7.03 mmol) obtained in Step B in ethyl acetate (20 ml), 6M−HCl aqueous solution (10 ml) was added, followed by stirring at room temperature for 1 hour. To this, 5M-NaOH aqueous solution was added to adjust the pH to 8, followed by extraction with ethyl acetate (50 ml×2). The organic layer was dried over sodium sulfate, and the solvent was distilled off under reduced pressure. This was purified by silica gel column... Starting materials: C(C)(C)(C)OC(CC(CCC1=CC=C(C=C1)I)O)=O (3-hydroxy-5-(4-iodo-phenyl)-pentanoic acid tert-butyl ester), C(C)(C)(C)OC(CC(CCC1=CC=C(C=C1)I)O)=O (3-hydroxy-5-(4-iodo-phenyl)-pentanoic acid tert-butyl ester). Run in C1(=CC=CC=C1)C (toluene). Product: OC(CC(=O)O)CCC1=CC=C(C=C1)I (3-Hydroxy-5-(4-iodo-phenyl)-pentanoic acid). Isolated yield 57.2%. RXN SMILES: C([O:5][C:6](=[O:19])[CH2:7][CH:8]([OH:18])[CH2:9][CH2:10][C:11]1[CH:16]=[CH:15][C:14]([I:17])=[CH:13][CH:12]=1)(C)(C)C>C1(C)C=CC=CC=1>[OH:18][CH:8]([CH2:9][CH2:10][C:11]1[CH:12]=[CH:13][C:14]([I:17])=[CH:15][CH:16]=1)[CH2:7][C:6]([OH:19])=[O:5]. Reported procedure: Silica gel (19 g) was added to a stirred solution of 3-hydroxy-5-(4-iodo-phenyl)-pentanoic acid tert-butyl ester (Intermediate 9, 1.2 g, 3.2 mmol) in toluene (100 mL) and the resulting suspension heated at reflux for 5.5 hours. The reaction was cooled to room temperature and then filtered through a thin pad of celite, washing with 20% methanol/dichloromethane (2×50 mL). The filtrate was evaporated under reduced pressure to give the title compound (586mg, 57%) as a white solid. LC/MS: 3.01 min; z... Starting materials: O=S1(NC(CN(C2=C1C=C(C(=C2)Br)OCC(=O)OCC)C2=CC=CC=C2)(CCCC)CCCC)=O (1,1-dioxo-3,3-dibutyl-5-phenyl-7-bromo-8-ethoxycarbonylmethoxy-2,3,4,5-tetrahydro-1,2,5-benzothiadiazepine), [OH-].[Na+] (NaOH). Run in CCO (EtOH). Run at time 8 hour. Yields the product O=S1(NC(CN(C2=C1C=C(C(=C2)Br)OCC(=O)O)C2=CC=CC=C2)(CCCC)CCCC)=O (1,1-Dioxo-3,3-dibutyl-5-phenyl-7-bromo-8-carboxymethoxy-2,3,4,5-tetrahydro-1,2,5-benzothiadiazepine). Reaction SMILES: [O:1]=[S:2]1(=[O:35])[C:8]2[CH:9]=[C:10]([O:14][CH2:15][C:16]([O:18]CC)=[O:17])[C:11]([Br:13])=[CH:12][C:7]=2[N:6]([C:21]2[CH:26]=[CH:25][CH:24]=[CH:23][CH:22]=2)[CH2:5][C:4]([CH2:31][CH2:32][CH2:33][CH3:34])([CH2:27][CH2:28][CH2:29][CH3:30])[NH:3]1.[OH-].[Na+]>CCO>[O:35]=[S:2]1(=[O:1])[C:8]2[CH:9]=[C:10]([O:14][CH2:15][C:16]([OH:18])=[O:17])[C:11]([Br:13])=[CH:12][C:7]=2[N:6]([C:21]2[CH:22]=[CH:23][CH:24]=[CH:25][CH:26]=2)[CH2:5][C:4]([CH2:31][CH2:32][CH2:33][CH3:34])([CH2:27][CH2:28][CH2:29][CH3:30])[NH:3]1 |f:1.2|. Procedure: To a solution of 1,1-dioxo-3,3-dibutyl-5-phenyl-7-bromo-8-ethoxycarbonylmethoxy-2,3,4,5-tetrahydro-1,2,5-benzothiadiazepine (Method 1; 0.184 g, 3.24*10−4 mol) in EtOH (7 ml) was added NaOH (0.052 g, 1.30 mmol) and the mixture was stirred overnight. The solvent was removed under reduced pressure and the residue was partitioned between EtOAc and 0.5 M HCl. The aqueous layer was extracted twice more with EtOAc and the combined organic extracts were washed with brine and concentrated. The crude prod... Reactants: O=[Ag-], O=[Ag], COc1cc(C#N)ccc1CBr, CCOC(C)=O, CCCCCC, O=[N+]([O-])c1ccc2[nH]ccc2c1, C1COCCO1. The product is COc1cc(C#N)ccc1Cc1c[nH]c2ccc([N+](=O)[O-])cc12. RXN SMILES: [Ag-:43]=[O:44].[Ag:45]=[O:46].[Br:13][CH2:14][c:15]1[c:16]([O:23][CH3:24])[cH:17][c:18]([C:19]#[N:20])[cH:21][cH:22]1.[CH3:25][CH2:26][O:27][C:28](=[O:29])[CH3:30].[CH3:31][CH2:32][CH2:33][CH2:34][CH2:35][CH3:36].[N+:1](=[O:2])([O-:3])[c:4]1[cH:5][c:6]2[cH:7][cH:8][nH:9][c:10]2[cH:11][cH:12]1.[O:37]1[CH2:38][CH2:39][O:40][CH2:41][CH2:42]1>>[N+:1](=[O:2])([O-:3])[c:4]1[cH:5][c:6]2[c:7]([CH2:14][c:15]3[c:16]([O:23][CH3:24])[cH:17][c:18]([C:19]#[N:20])[cH:21][cH:22]3)[cH:8][nH:9][c:10]2[cH:11][cH:12]1. Reactants: ice water, Cl (hydrochloric acid), C(C)OC1=C(C(=O)OCC)C=CC=C1 (Ethyl 2-Ethoxy-benzoate), CC(C)([O-])C.[K+] (potassium tert-butoxide), CCCCCC.C(C)(=O)OCC (hexane ethyl acetate). Solvent: CS(=O)C (dimethyl sulfoxide). Run at temperature 70 celsius. The product is C(C)OC1=C(C(=O)O)C=CC=C1 (2-Ethoxy-benzoic Acid). Yield: 19.1%. Reaction SMILES: [CH2:1]([O:3][C:4]1[CH:14]=[CH:13][CH:12]=[CH:11][C:5]=1[C:6]([O:8]CC)=[O:7])[CH3:2].CC(C)([O-])C.[K+].CCCCCC.C(OCC)(=O)C.Cl>CS(C)=O>[CH2:1]([O:3][C:4]1[CH:14]=[CH:13][CH:12]=[CH:11][C:5]=1[C:6]([OH:8])=[O:7])[CH3:2] |f:1.2,3.4|. Reported procedure: To a stirred solution of Ethyl 2-Ethoxy-benzoate (10 g, 240 mmol) in dimethyl sulfoxide (40 mL) was added potassium tert-butoxide (10 g, 890 mmol) in portions. The solution was heated to 70° C. on a water bath for 2 h, and the progress of the reaction was monitored by TLC using a hexane-ethyl acetate (8:2) solvent system. The reaction mass was cooled to 10° C., poured into ice water, and then acidified with 5% dilute hydrochloric acid. The precipitated solid was filtered and washed thoroughly wi... Starting materials: C(C1=CC=CC=C1)OC(=O)N[C@@H](C)C1=CC(C(C(CC1)CC(=O)OC)=O)CC1=CC=CC=C1 (methyl (5-[(1S)-1-benzyloxycarbonylamino-ethyl]-3-benzyl-2-oxo-cyclohept-4-en-1-yl)-ethanoate), [OH-].[Na+] (NaOH), Cl (HCl). The solvent is O1CCOCC1 (dioxane). Product: C(C1=CC=CC=C1)OC(=O)N[C@@H](C)C1=CC(C(C(CC1)CC(=O)O)=O)CC1=CC=CC=C1 ((5-[(1S)-1-benzyloxycarbonylamino-ethyl]-3-benzyl-2-oxo-cyclohept-4-en-1-yl)-ethanoic acid). Reaction SMILES: [CH2:1]([O:8][C:9]([NH:11][C@H:12]([C:14]1[CH2:20][CH2:19][CH:18]([CH2:21][C:22]([O:24]C)=[O:23])[C:17](=[O:26])[CH:16]([CH2:27][C:28]2[CH:33]=[CH:32][CH:31]=[CH:30][CH:29]=2)[CH:15]=1)[CH3:13])=[O:10])[C:2]1[CH:7]=[CH:6][CH:5]=[CH:4][CH:3]=1.[OH-].[Na+].Cl>O1CCOCC1>[CH2:1]([O:8][C:9]([NH:11][C@H:12]([C:14]1[CH2:20][CH2:19][CH:18]([CH2:21][C:22]([OH:24])=[O:23])[C:17](=[O:26])[CH:16]([CH2:27][C:28]2[CH:29]=[CH:30][CH:31]=[CH:32][CH:33]=2)[CH:15]=1)[CH3:13])=[O:10])[C:2]1[CH:3]=[CH:4][CH:5]=[CH:6][CH:7]=1 |f:1.2|. Procedure details: To a stirred solution of the above ester (35) (1.2 g) in dioxane (12 mL) was added a solution of NaOH (5.3 mL, 1N in H2O). After stirring for 4 h at room temperature 1N HCl (5.3 mL) was added and the reaction extracted with ethyl acetate, washed with saturated NaCl, dried over MgSO4 and evaporated. The product (37) was obtained by flash chromatography (silica gel, 98:2:0.1 CHCl3 :MeOH:HOAc) (1.0 g, 86%). TLC Rf 0.53 (95:4:1 CHCl3 :MeOH:HOAc); MS DC I/NH3 (M+H)+ =436.3; 1H NMR (CDCl3) δ1.13(3H, d... Starting materials: C(C=C)NC=1C=C(C=O)C=C(C1OC1=CC=CC=C1)S(N)(=O)=O (3-allylamino-4-phenoxy-5-sulfamylbenzaldehyde), C(C)(C)N (isopropylamine), CO (methanol), [BH4-].[Na+] (sodium borohydride). Run in O (water), C(C)(=O)O (acetic acid). Run at time 24 hour. Product: C(C=C)NC=1C=C(CNC(C)C)C=C(C1OC1=CC=CC=C1)S(N)(=O)=O ((3-Allylamino-4-phenoxy-5-sulfamylbenzyl)isopropylamine). RXN SMILES: [CH2:1]([NH:4][C:5]1[CH:6]=[C:7]([CH:10]=[C:11]([S:20](=[O:23])(=[O:22])[NH2:21])[C:12]=1[O:13][C:14]1[CH:19]=[CH:18][CH:17]=[CH:16][CH:15]=1)[CH:8]=O)[CH:2]=[CH2:3].[CH:24]([NH2:27])([CH3:26])[CH3:25].CO.[BH4-].[Na+]>O.C(O)(=O)C>[CH2:1]([NH:4][C:5]1[CH:6]=[C:7]([CH:10]=[C:11]([S:20](=[O:23])(=[O:22])[NH2:21])[C:12]=1[O:13][C:14]1[CH:19]=[CH:18][CH:17]=[CH:16][CH:15]=1)[CH2:8][NH:27][CH:24]([CH3:26])[CH3:25])[CH:2]=[CH2:3] |f:3.4|. Reported procedure: A mixture of 3-allylamino-4-phenoxy-5-sulfamylbenzaldehyde (10 g; prepared as described in Example 91), isopropylamine (4.0 ml) and methanol (100 ml) is stirred at 22°-25° C. for 24 hours and is then refluxed for 2 hours. To the stirred solution, sodium borohydride (4.0 g) is added in small portions during about 45 l minutes, keeping the temperature at 0°-5° C. by external cooling. After the addition is completed, the reaction mixture is stirred at 0°-5° C. for a further 2 hours, whereafter acet...